Dataset: the Open Reaction Database (ORD), a public repository of structured organic reaction records. Task: describe an organic reaction: reactants, conditions, products, and yield Yield: 64.3%. Run at temperature 80 celsius, time 8 hour. Product: C12(CCC(C1)C2)NC(OCC2=CC=CC=C2)=O (Benzyl bicyclo[2.1.1]hexan-1-ylcarbamate). Procedure: To a solution of bicyclo[2.1.1]hexane-1-carboxylic acid (1.0 g, 8.09 mmol) in dioxane (20 mL) was added DIEA (2.5 g, 12.4 mmol), diphenylphosphorylazide (3.1 g, 11.2 mmol) and phenylmethanol (1.5 g, 14.2 mmol). The mixture was stirred at 80° C. overnight under nitrogen atmosphere and concentrated under reduce pressure. The residue was purified by silica gel column chromatography (10% ethyl acetate in petroleum ether) to give the desired product (1.2 g, 5.2 mmol, yield: 65%). MS (ESI) m/z=231.2[M... Reactants: C12(CCC(C1)C2)C(=O)O (bicyclo[2.1.1]hexane-1-carboxylic acid), CCN(C(C)C)C(C)C (DIEA), C1(=CC=CC=C1)P(=O)(C1=CC=CC=C1)N=[N+]=[N-] (diphenylphosphorylazide), C1(=CC=CC=C1)CO (phenylmethanol). Reaction SMILES: [C:1]12(C(O)=O)[CH2:6][CH:4]([CH2:5]1)[CH2:3][CH2:2]2.CC[N:12]([CH:16](C)C)C(C)C.C1(P(N=[N+]=[N-])(C2C=CC=CC=2)=[O:26])C=CC=CC=1.[C:36]1([CH2:42][OH:43])[CH:41]=[CH:40][CH:39]=[CH:38][CH:37]=1>O1CCOCC1>[C:1]12([NH:12][C:16](=[O:26])[O:43][CH2:42][C:36]3[CH:41]=[CH:40][CH:39]=[CH:38][CH:37]=3)[CH2:5][CH:4]([CH2:6]1)[CH2:3][CH2:2]2. Solvent: O1CCOCC1 (dioxane). Reaction SMILES: [N:1]1([CH2:6][CH2:7][CH2:8][CH2:9][C:10]2[CH:15]=[CH:14][C:13]([OH:16])=[CH:12][CH:11]=2)[CH:5]=[CH:4][N:3]=[N:2]1.[H-].[Na+].Cl[CH2:20][C:21]1[N:22]=[C:23](/[CH:26]=[CH:27]/[C:28]2[CH:33]=[CH:32][C:31]([C:34]([F:37])([F:36])[F:35])=[CH:30][CH:29]=2)[O:24][CH:25]=1>>[F:37][C:34]([F:35])([F:36])[C:31]1[CH:32]=[CH:33][C:28](/[CH:27]=[CH:26]/[C:23]2[O:24][CH:25]=[C:21]([CH2:20][O:16][C:13]3[CH:12]=[CH:11][C:10]([CH2:9][CH2:8][CH2:7][CH2:6][N:1]4[CH:5]=[CH:4][N:3]=[N:2]4)=[CH:15][CH:14]=3)[N:22]=2)=[CH:29][CH:30]=1 |f:1.2|. Product: FC(C1=CC=C(C=C1)/C=C/C=1OC=C(N1)COC1=CC=C(C=C1)CCCCN1N=NC=C1)(F)F (1-(4-{4-[(2-{(E)-2-[4-(trifluoromethyl)phenyl]ethenyl}-1,3-oxazol-4-yl)methoxy]phenyl}butyl)-1H-1,2,3-triazole). Starting materials: N1(N=NC=C1)CCCCC1=CC=C(C=C1)O (4-[4-(1H-1,2,3-triazol-1-yl)butyl]phenol), [H-].[Na+] (sodium hydride), ClCC=1N=C(OC1)\C=C\C1=CC=C(C=C1)C(F)(F)F (4-(chloromethyl)-2-{(E)-2-[4-(trifluoromethyl)phenyl]ethenyl}-1,3-oxazole). Reported procedure: Using 4-[4-(1H-1,2,3-triazol-1-yl)butyl]phenol (152 mg), 65% oily sodium hydride (28 mg) and 4-(chloromethyl)-2-{(E)-2-[4-(trifluoromethyl)phenyl]ethenyl}-1,3-oxazole (212 mg), the same reaction as Example 2 was carried out to yield the titled compound (290 mg). Yield: 88.5%.